Dataset: the Open Reaction Database (ORD), a public repository of structured organic reaction records. Task: describe an organic reaction: reactants, conditions, products, and yield Starting materials: N1C=NC=C1 (imidazole), C1(=CC=CC=C1)S(=O)(=O)Cl (benzenesulphonyl chloride). Run in O1CCCC1 (tetrahydrofuran). Conditions: time 1 hour. Product: C1(=CC=CC=C1)S(=O)(=O)N1C=NC=C1 (1-(benzenesulphonyl)imidazole). RXN SMILES: [NH:1]1[CH:5]=[CH:4][N:3]=[CH:2]1.[C:6]1([S:12](Cl)(=[O:14])=[O:13])[CH:11]=[CH:10][CH:9]=[CH:8][CH:7]=1>O1CCCC1>[C:6]1([S:12]([N:1]2[CH:5]=[CH:4][N:3]=[CH:2]2)(=[O:14])=[O:13])[CH:11]=[CH:10][CH:9]=[CH:8][CH:7]=1. Reported procedure: A mixture of imidazole (27.2 g, 0.4 mol), and benzenesulphonyl chloride (35.3 g, 0.2 mol) in dry tetrahydrofuran (200 ml) was stirred at ambient temperature for 1 h, when the resulting precipitate was removed by filtration. The filtrate was evaporated under reduced pressure and the resulting solid was recrystallised from benzene/petroleum ether (b.p. 40°-60°), to afford 1-(benzenesulphonyl)imidazole, m.p. 82°-83°. Reactants: CC(C)(C)c1cc(OCCCOC2CCCCO2)cc(C(=O)O)c1, CNOC, CCN(C(C)C)C(C)C, Cl, CN(C)C=O. Yields the product CON(C)C(=O)c1cc(OCCCOC2CCCCO2)cc(C(C)(C)C)c1. As a reaction SMILES: [C:1]([CH3:2])([CH3:3])([CH3:4])[c:5]1[cH:6][c:7]([C:8](=[O:9])[OH:10])[cH:11][c:12]([O:14][CH2:15][CH2:16][CH2:17][O:18][CH:19]2[O:20][CH2:21][CH2:22][CH2:23][CH2:24]2)[cH:13]1.[CH3:26][NH:27][O:28][CH3:29].[CH:30]([N:31]([CH2:32][CH3:33])[CH:34]([CH3:35])[CH3:36])([CH3:37])[CH3:38].[ClH:25].[O:39]=[CH:40][N:41]([CH3:42])[CH3:43]>>[C:1]([CH3:2])([CH3:3])([CH3:4])[c:5]1[cH:6][c:7]([C:8](=[O:10])[N:27]([CH3:26])[O:28][CH3:29])[cH:11][c:12]([O:14][CH2:15][CH2:16][CH2:17][O:18][CH:19]2[O:20][CH2:21][CH2:22][CH2:23][CH2:24]2)[cH:13]1. Reactants: CCOc1cc(CN2CCC(N)CC2)ccc1OC, CN1CCCC1=O, COCc1cc(Cl)nc2cc(Cl)ccc12. The product is CCOc1cc(CN2CCC(Nc3cc(COC)c4ccc(Cl)cc4n3)CC2)ccc1OC. Reaction SMILES: [CH2:16]([CH3:17])[O:18][c:19]1[cH:20][c:21]([CH2:22][N:23]2[CH2:24][CH2:25][CH:26]([NH2:29])[CH2:27][CH2:28]2)[cH:30][cH:31][c:32]1[O:33][CH3:34].[CH3:35][N:36]1[CH2:37][CH2:38][CH2:39][C:40]1=[O:41].[Cl:1][c:2]1[n:3][c:4]2[cH:5][c:6]([Cl:15])[cH:7][cH:8][c:9]2[c:10]([CH2:12][O:13][CH3:14])[cH:11]1>>[c:2]1([NH:29][CH:26]2[CH2:25][CH2:24][N:23]([CH2:22][c:21]3[cH:20][c:19]([O:18][CH2:16][CH3:17])[c:32]([O:33][CH3:34])[cH:31][cH:30]3)[CH2:28][CH2:27]2)[n:3][c:4]2[cH:5][c:6]([Cl:15])[cH:7][cH:8][c:9]2[c:10]([CH2:12][O:13][CH3:14])[cH:11]1. The reactants are compound 2, C(C1=CC=CC=C1)=O (benzaldehyde), amide, [O-]CC.[Na+] (sodium ethoxide), compound 1. Solvent: C1CCOC1 (THF). Conditions: time 2 hour. Yields the product C1(=CC=CC=C1)C=CC(=O)C1=CC=CC=C1 (Chalcone). RXN SMILES: [CH:1](=[O:8])[C:2]1[CH:7]=[CH:6][CH:5]=[CH:4][CH:3]=1.[O-][CH2:10][CH3:11].[Na+]>C1COCC1>[C:2]1([CH:10]=[CH:11][C:1]([C:2]2[CH:7]=[CH:6][CH:5]=[CH:4][CH:3]=2)=[O:8])[CH:7]=[CH:6][CH:5]=[CH:4][CH:3]=1 |f:1.2|. Procedure: To a mixture of 50 mg (0.47 mmol) benzaldehyde and 100 mg (0.047 mmol) Rink amide resin bound compound 1 in 5 mL THF, 12 μL 2M sodium ethoxide was added. It was shaken at room temperature for 2 hours. The resulting Resin bound compound 2 was collected in a 3 mL filtering column and washed with water (3×2 mL), DMF (2×2 mL) and methylene chloride (3×2 mL). After drying under vacuum, 5 mg Resin bound compound 2 was treated with 1.5 mL 5% trifluoroacetic acid in methylene chloride for 20 minutes. Th... The reactants are CC1(C)CO1 (Isobutylene oxide), C(C)(C)N(C(C)C)CC (N,N-diisopropylethylamine), Cl.CN1C=CC2=C1N=C(N=C2C=2C=NC(=C(C2)C(F)(F)F)OCC2CCN(CC2)C(=O)C2CCNCC2)C#N (7-methyl-4-[6-{[1-(piperidin-4-yl carbonyl)piperidin-4-yl]methoxy}-5-(trifluoromethyl)pyridin-3-yl]-7H-pyrrolo[2,3-d]pyrimidine-2-carbonitrile monohydrochloride), CN(C)C=O (DMF). Solvent: CCO (EtOH), O (water). Conditions: temperature 60 celsius, time 8 hour. Yields the product OC(CN1CCC(CC1)C(=O)N1CCC(CC1)COC1=C(C=C(C=N1)C=1C2=C(N=C(N1)C#N)N(C=C2)C)C(F)(F)F)(C)C (4-{6-[(1-{[1-(2-hydroxy-2-methylpropyl)piperidin-4-yl]carbonyl}piperidin-4-yl)methoxy]-5-(trifluoromethyl)pyridin-3-yl}-7-methyl-7H-pyrrolo[2,3-d]pyrimidine-2-carbonitrile). As a reaction SMILES: [CH3:1][C:2]1([O:5][CH2:4]1)[CH3:3].C(N(CC)C(C)C)(C)C.Cl.[CH3:16][N:17]1[C:21]2[N:22]=[C:23]([C:52]#[N:53])[N:24]=[C:25]([C:26]3[CH:27]=[N:28][C:29]([O:36][CH2:37][CH:38]4[CH2:43][CH2:42][N:41]([C:44]([CH:46]5[CH2:51][CH2:50][NH:49][CH2:48][CH2:47]5)=[O:45])[CH2:40][CH2:39]4)=[C:30]([C:32]([F:35])([F:34])[F:33])[CH:31]=3)[C:20]=2[CH:19]=[CH:18]1.CN(C=O)C>CCO.O>[OH:5][C:2]([CH3:4])([CH3:3])[CH2:1][N:49]1[CH2:48][CH2:47][CH:46]([C:44]([N:41]2[CH2:42][CH2:43][CH:38]([CH2:37][O:36][C:29]3[N:28]=[CH:27][C:26]([C:25]4[C:20]5[CH:19]=[CH:18][N:17]([CH3:16])[C:21]=5[N:22]=[C:23]([C:52]#[N:53])[N:24]=4)=[CH:31][C:30]=3[C:32]([F:34])([F:33])[F:35])[CH2:39][CH2:40]2)=[O:45])[CH2:51][CH2:50]1 |f:2.3|. Procedure: Isobutylene oxide (38 μL) and N,N-diisopropylethylamine (73 μL) were added to a solution of 7-methyl-4-[6-{[1-(piperidin-4-yl carbonyl)piperidin-4-yl]methoxy}-5-(trifluoromethyl)pyridin-3-yl]-7H-pyrrolo[2,3-d]pyrimidine-2-carbonitrile monohydrochloride (120 mg) in EtOH (2.4 mL)-DMF (0.5 mL) at room temperature, and the mixture was stirred at 60° C. overnight. The reaction mixture was cooled to room temperature, and EtAOc and water were added thereto. Extraction was performed on the mixture using...